Dataset: the Open Reaction Database (ORD), a public repository of structured organic reaction records. Task: describe an organic reaction: reactants, conditions, products, and yield The reactants are CNC(=O)C(Cc1ccc(OC)cc1)NC(=O)C(CC(C)C)C(CC(=O)NCC(N)=O)SC(C)=O, N. The product is CNC(=O)C(Cc1ccc(OC)cc1)NC(=O)C(CC(C)C)C(S)CC(=O)NCC(N)=O. Reaction SMILES: [C:1](=[O:2])([CH3:3])[S:4][CH:5]([CH:6]([C:7](=[O:8])[NH:9][CH:10]([CH2:11][c:12]1[cH:13][cH:14][c:15]([O:18][CH3:19])[cH:16][cH:17]1)[C:20](=[O:21])[NH:22][CH3:23])[CH2:24][CH:25]([CH3:26])[CH3:27])[CH2:28][C:29](=[O:30])[NH:31][CH2:32][C:33](=[O:34])[NH2:35].[NH3:36]>>[SH:4][CH:5]([CH:6]([C:7](=[O:8])[NH:9][CH:10]([CH2:11][c:12]1[cH:13][cH:14][c:15]([O:18][CH3:19])[cH:16][cH:17]1)[C:20](=[O:21])[NH:22][CH3:23])[CH2:24][CH:25]([CH3:26])[CH3:27])[CH2:28][C:29](=[O:30])[NH:31][CH2:32][C:33](=[O:34])[NH2:35].